From a dataset of the Open Reaction Database (ORD), a public repository of structured organic reaction records. describe an organic reaction: reactants, conditions, products, and yield The reactants are ClC1(C(C1)C1=CC=C(C=C1)NC(=N)NC#N)Cl (1-(p-(2,2-dichlorocyclopropyl)phenyl)- 3-cyanoguanidine), Cl.Cl.NCCCCCCN (hexamethylenediamine dihydrochloride), [N+](=O)([O-])C1=CC=CC=C1 (nitrobenzene), ClC1(C(C1)C1=CC=C(C=C1)NC(NC(NCCCCCCNC(=N)NC(=N)NC1=CC=C(C=C1)C1C(C1)(Cl)Cl)=N)=N)Cl (1,1'-hexamethylenebis(5-(p-(2,2-dichlorocyclopropyl)phenyl)biguanide)). Yields the product Cl.ClC1(C(C1)C1=CC=C(C=C1)NC(NC(NCCCCCCNC(=N)NC(=N)NC1=CC=C(C=C1)C1C(C1)(Cl)Cl)=N)=N)Cl (1,1'-Hexamethylenebis(5-(p-(2,2-dichlorocyclopropyl)phenyl)biguanide) Hydrochloride). RXN SMILES: [Cl:1]C1(Cl)CC1C1C=CC(NC(NC#N)=N)=CC=1.Cl.Cl.NCCCCCCN.[N+](C1C=CC=CC=1)([O-])=O.[Cl:37][C:38]1([Cl:78])[CH2:40][CH:39]1[C:41]1[CH:46]=[CH:45][C:44]([NH:47][C:48](=[NH:77])[NH:49][C:50](=[NH:76])[NH:51][CH2:52][CH2:53][CH2:54][CH2:55][CH2:56][CH2:57][NH:58][C:59]([NH:61][C:62]([NH:64][C:65]2[CH:70]=[CH:69][C:68]([CH:71]3[CH2:73][C:72]3([Cl:75])[Cl:74])=[CH:67][CH:66]=2)=[NH:63])=[NH:60])=[CH:43][CH:42]=1>>[ClH:1].[Cl:37][C:38]1([Cl:78])[CH2:40][CH:39]1[C:41]1[CH:42]=[CH:43][C:44]([NH:47][C:48](=[NH:77])[NH:49][C:50](=[NH:76])[NH:51][CH2:52][CH2:53][CH2:54][CH2:55][CH2:56][CH2:57][NH:58][C:59]([NH:61][C:62]([NH:64][C:65]2[CH:70]=[CH:69][C:68]([CH:71]3[CH2:73][C:72]3([Cl:75])[Cl:74])=[CH:67][CH:66]=2)=[NH:63])=[NH:60])=[CH:45][CH:46]=1 |f:1.2.3,6.7|. Reported procedure: A mixture of 1-(p-(2,2-dichlorocyclopropyl)phenyl)- 3-cyanoguanidine (8.3 g.), hexamethylenediamine dihydrochloride (2.8 g.) and nitrobenzene (30 g.) was stirred and heated (at 140°-145° C.) for four hours, cooled and filtered. The filter cake was slurried in a mixture of acetone (75 g.) and acetic acid (7 g.), then hot ethanol (300 g.), affording a light tan solid (2.3 g.), whose thin layer chromatogram showed a substantial amount of 1,1'-hexamethylenebis(5-(p-(2,2-dichlorocyclopropyl)phenyl)bi... Starting materials: [H-].[Al+3].[Li+].[H-].[H-].[H-] (lithium aluminum hydride), C(C)(=O)OC(C)=O (acetic anhydride), C(=O)O (formic acid), C1(=CC=CC=C1)C=1CCN(CC1)CCC#CC1=CC=C(C=N1)N (6-[4-(3,6-dihydro-4-phenyl-1(2H)-pyridinyl)-1-butynyl]-3-pyridinamine). The solvent is O1CCCC1 (tetrahydrofuran), O1CCCC1 (tetrahydrofuran), O1CCCC1 (tetrahydrofuran), O1CCCC1 (tetrahydrofuran). Run at temperature 50 celsius, time 18 hour. Yields the product C1(=CC=CC=C1)C=1CCN(CC1)CCC#CC1=CC=C(C=N1)NC (6-[4-(3,6-Dihydro-4-phenyl-1(2H)-pyridinyl)-1-butynyl]-N-methyl-3-pyridinamine). Reaction SMILES: [C:1](OC(=O)C)(=O)C.C(O)=O.[C:11]1([C:17]2[CH2:18][CH2:19][N:20]([CH2:23][CH2:24][C:25]#[C:26][C:27]3[N:32]=[CH:31][C:30]([NH2:33])=[CH:29][CH:28]=3)[CH2:21][CH:22]=2)[CH:16]=[CH:15][CH:14]=[CH:13][CH:12]=1.[H-].[Al+3].[Li+].[H-].[H-].[H-]>O1CCCC1>[C:11]1([C:17]2[CH2:22][CH2:21][N:20]([CH2:23][CH2:24][C:25]#[C:26][C:27]3[N:32]=[CH:31][C:30]([NH:33][CH3:1])=[CH:29][CH:28]=3)[CH2:19][CH:18]=2)[CH:12]=[CH:13][CH:14]=[CH:15][CH:16]=1 |f:3.4.5.6.7.8|. Procedure: To 0.50 mL (6.8 mmol) of acetic anhydride is added 0.32 mL (8.4 mmol) of 88% formic acid dropwise under nitrogen. Anhydrous tetrahydrofuran (10 mL) is added, and the solution is heated at 50° C. for 2 hours. To the cooled solution is added a suspension of 6-[4-(3,6-dihydro-4-phenyl-1(2H)-pyridinyl)-1-butynyl]-3-pyridinamine (Example 20) (0.8 g, 2.6 mmol) in 10 mL of tetrahydrofuran, and the solution is stirred at room temperature for 18 hours. The mixture is concentrated in vacuo, and the residu... The reactants are O (water), C(CCCCCCCCCCCCCCCCC)OCC(COC(C1=CC=CC=C1)(C1=CC=CC=C1)C1=CC=CC=C1)O (3-Octadecyl-1-tritylglycerol), N1=CC=CC=C1 (pyridine), C(OC1=CC=CC=C1)(=O)Cl (phenyl chlorocarbonate). Run in ClCCl (dichloromethane), ClCCl (dichloromethane). Conditions: time 8 hour. The product is C(CCCCCCCCCCCCCCCCC)OCC(COC(C1=CC=CC=C1)(C1=CC=CC=C1)C1=CC=CC=C1)OC(=O)N1CCOCC1 (3-Octadecyl-2-morpholinocarbonyl-1-tritylglycerol). Reaction SMILES: [CH2:1]([O:19][CH2:20][CH:21]([OH:43])[CH2:22][O:23][C:24]([C:37]1[CH:42]=[CH:41][CH:40]=[CH:39][CH:38]=1)([C:31]1[CH:36]=[CH:35][CH:34]=[CH:33][CH:32]=1)[C:25]1[CH:30]=[CH:29][CH:28]=[CH:27][CH:26]=1)[CH2:2][CH2:3][CH2:4][CH2:5][CH2:6][CH2:7][CH2:8][CH2:9][CH2:10][CH2:11][CH2:12][CH2:13][CH2:14][CH2:15][CH2:16][CH2:17][CH3:18].[N:44]1[CH:49]=[CH:48]C=[CH:46][CH:45]=1.[C:50](Cl)(=O)[O:51]C1C=CC=CC=1.[OH2:60]>ClCCl>[CH2:1]([O:19][CH2:20][CH:21]([O:43][C:50]([N:44]1[CH2:45][CH2:46][O:60][CH2:48][CH2:49]1)=[O:51])[CH2:22][O:23][C:24]([C:37]1[CH:42]=[CH:41][CH:40]=[CH:39][CH:38]=1)([C:31]1[CH:32]=[CH:33][CH:34]=[CH:35][CH:36]=1)[C:25]1[CH:30]=[CH:29][CH:28]=[CH:27][CH:26]=1)[CH2:2][CH2:3][CH2:4][CH2:5][CH2:6][CH2:7][CH2:8][CH2:9][CH2:10][CH2:11][CH2:12][CH2:13][CH2:14][CH2:15][CH2:16][CH2:17][CH3:18]. Reported procedure: 3-Octadecyl-1-tritylglycerol (2.93 g) and 0.8 g of pyridine were dissolved in 10 ml of dichloromethane, and, under ice-cooling and stirring, 0.78 g of phenyl chlorocarbonate was added dropwise. The mixture was stirred under ice-cooling for 30 minutes and at room temperature for an hour, followed by addition of 20 ml of dichloromethane and water. The organic layer was separated, washed with aqueous sodium hydrogen carbonate and water, and dried. The solvent was then distilled off and 5 ml of morp... The reactants are C(#N)C=1C=CC(=C(C(=O)O)C1)N1N=CC=N1 (5-cyano-2-(2H-1,2,3-triazol-2-yl)benzoic acid), C[C@H]1[C@H](NCCC1)CN1C(C2=CC=CC=C2C1=O)=O (2-(((2S,3R)-3-methylpiperidin-2-yl)methyl)isoindoline-1,3-dione), FC1=NC=C(C=N1)C(F)(F)F (2-fluoro-5-(trifluoromethyl)pyrimidine). The product is C[C@H]1[C@H](N(CCC1)C(=O)C=1C=C(C#N)C=CC1N1N=CC=N1)CNC1=NC=C(C=N1)C(F)(F)F (3-((2S,3R)-3-Methyl-2-(((5-(trifluoromethyl)pyrimidin-2-yl)amino)methyl)piperidine-1-carbonyl)-4-(2H-1,2,3-triazol-2-yl)benzonitrile). Reaction SMILES: [C:1]([C:3]1[CH:4]=[CH:5][C:6]([N:12]2[N:16]=[CH:15][CH:14]=[N:13]2)=[C:7]([CH:11]=1)[C:8]([OH:10])=O)#[N:2].[CH3:17][C@@H:18]1[CH2:23][CH2:22][CH2:21][NH:20][C@@H:19]1[CH2:24][N:25]1[C:33](=O)C2C(=CC=CC=2)C1=O.FC1[N:42]=[CH:41][C:40]([C:43]([F:46])([F:45])[F:44])=[CH:39][N:38]=1>>[CH3:17][C@@H:18]1[CH2:23][CH2:22][CH2:21][N:20]([C:8]([C:7]2[CH:11]=[C:3]([CH:4]=[CH:5][C:6]=2[N:12]2[N:16]=[CH:15][CH:14]=[N:13]2)[C:1]#[N:2])=[O:10])[C@@H:19]1[CH2:24][NH:25][C:33]1[N:42]=[CH:41][C:40]([C:43]([F:46])([F:45])[F:44])=[CH:39][N:38]=1. Procedure: The title compound was prepared following the same general protocol as described in Example A1, using 5-cyano-2-(2H-1,2,3-triazol-2-yl)benzoic acid, 2-(((2S,3R)-3-methylpiperidin-2-yl)methyl)isoindoline-1,3-dione and 2-fluoro-5-(trifluoromethyl)pyrimidine. ESI-MS (m/z): 471 [M+1]+. Starting materials: c1ccc(COc2ccc(-c3cc4ccccc4[nH]3)cc2)cc1, Cl, ClCc1ccc(OCCN2CCCC2)cc1, c1ccccc1. Yields the product c1ccc2[nH]ccc2c1. RXN SMILES: [CH2:1]([O:2][c:3]1[cH:4][cH:5][c:6](-[c:15]2[nH:16][c:17]3[cH:18][cH:19][cH:20][cH:21][c:22]3[cH:23]2)[cH:7][cH:8]1)[c:9]1[cH:10][cH:11][cH:12][cH:13][cH:14]1.[ClH:24].[N:25]1([CH2:26][CH2:27][O:28][c:29]2[cH:30][cH:31][c:32]([CH2:33][Cl:34])[cH:35][cH:36]2)[CH2:37][CH2:38][CH2:39][CH2:40]1.[cH:41]1[cH:42][cH:43][cH:44][cH:45][cH:46]1>>[cH:15]1[nH:16][c:17]2[cH:18][cH:19][cH:20][cH:21][c:22]2[cH:23]1. Reactants: O=C([O-])O, COC(=O)c1ccc(C)nc1, CCOC(C)=O, CC(C)(C#N)N=NC(C)(C)C#N, [Na+], O=C1CCC(=O)N1Br. Yields the product COC(=O)c1ccc(CBr)nc1. RXN SMILES: [C:32](=[O:33])([O-:34])[OH:35].[CH3:1][c:2]1[n:3][cH:4][c:5]([C:6](=[O:7])[O:8][CH3:9])[cH:10][cH:11]1.[CH3:37][CH2:38][O:39][C:40](=[O:41])[CH3:42].[N:20]#[C:21][C:22]([N:23]=[N:24][C:25]([C:26]#[N:27])([CH3:28])[CH3:29])([CH3:30])[CH3:31].[Na+:36].[O:12]=[C:13]1[N:14]([Br:19])[C:15](=[O:16])[CH2:17][CH2:18]1>>[CH2:1]([c:2]1[n:3][cH:4][c:5]([C:6](=[O:7])[O:8][CH3:9])[cH:10][cH:11]1)[Br:19]. As a reaction SMILES: [CH2:40]([OH:41])[CH3:42].[ClH:1].[Na+:38].[OH-:37].[OH2:39].[c:2]1([N:8]([C:9](=[O:10])[c:11]2[cH:12][c:13]3[c:14]([n:15]([CH3:28])[c:16]([CH2:18][c:19]4[cH:20][cH:21][c:22]([C:23](=[NH:24])[NH2:25])[cH:26][cH:27]4)[n:17]3)[cH:29][cH:30]2)[CH2:31][C:32](=[O:33])[O:34][CH2:35][CH3:36])[cH:3][cH:4][cH:5][cH:6][cH:7]1>>[ClH:1].[c:2]1([N:8]([C:9](=[O:10])[c:11]2[cH:12][c:13]3[c:14]([n:15]([CH3:28])[c:16]([CH2:18][c:19]4[cH:20][cH:21][c:22]([C:23](=[NH:24])[NH2:25])[cH:26][cH:27]4)[n:17]3)[cH:29][cH:30]2)[CH2:31][C:32](=[O:33])[OH:34])[cH:3][cH:4][cH:5][cH:6][cH:7]1. Reactants: CCO, Cl, [Na+], [OH-], O, CCOC(=O)CN(C(=O)c1ccc2c(c1)nc(Cc1ccc(C(=N)N)cc1)n2C)c1ccccc1. The product is Cl, Cn1c(Cc2ccc(C(=N)N)cc2)nc2cc(C(=O)N(CC(=O)O)c3ccccc3)ccc21. Starting materials: [BH4-], CO, O=C(CCl)NC1COc2ccccc2C1=O, Cl, [Na+], O. Product: O=C(CCl)NC1COc2ccccc2C1O. Reaction SMILES: [BH4-:1].[CH3:21][OH:22].[Cl:3][CH2:4][C:5](=[O:6])[NH:7][CH:8]1[CH2:9][O:10][c:11]2[cH:12][cH:13][cH:14][cH:15][c:16]2[C:17]1=[O:18].[ClH:20].[Na+:2].[OH2:19]>>[Cl:3][CH2:4][C:5](=[O:6])[NH:7][CH:8]1[CH2:9][O:10][c:11]2[cH:12][cH:13][cH:14][cH:15][c:16]2[CH:17]1[OH:18]. The reactants are N#CC1CN1, Cc1ncc(C(=O)O)s1, CCOCC, C(=NC1CCCCC1)=NC1CCCCC1, NC(=O)N(C1CCCCC1)C1CCCCC1, C1CCOC1. Product: Cc1ncc(C(=O)N2CC2C#N)s1. RXN SMILES: [C:10](#[N:11])[CH:12]1[NH:13][CH2:14]1.[CH3:1][c:2]1[s:3][c:4]([C:7](=[O:8])[OH:9])[cH:5][n:6]1.[CH3:46][CH2:47][O:48][CH2:49][CH3:50].[CH:15]1([N:16]=[C:17]=[N:18][CH:19]2[CH2:20][CH2:21][CH2:22][CH2:23][CH2:24]2)[CH2:25][CH2:26][CH2:27][CH2:28][CH2:29]1.[CH:30]1([N:31]([CH:32]2[CH2:33][CH2:34][CH2:35][CH2:36][CH2:37]2)[C:38]([NH2:39])=[O:40])[CH2:41][CH2:42][CH2:43][CH2:44][CH2:45]1.[O:51]1[CH2:52][CH2:53][CH2:54][CH2:55]1>>[CH3:1][c:2]1[s:3][c:4]([C:7](=[O:9])[N:13]2[CH:12]([C:10]#[N:11])[CH2:14]2)[cH:5][n:6]1. Reactants: CSc1[nH]nc(N)c1C#N, Nc1cc[nH]n1, C1CCOC1, O=C1Nc2ccccc2C1=CO. Yields the product CSc1[nH]nc(NC=C2C(=O)Nc3ccccc32)c1C#N. As a reaction SMILES: [NH2:19][c:20]1[n:21][nH:22][c:23]([S:27][CH3:28])[c:24]1[C:25]#[N:26].[NH2:1][c:2]1[cH:3][cH:4][nH:5][n:6]1.[O:29]1[CH2:30][CH2:31][CH2:32][CH2:33]1.[OH:7][CH:8]=[C:9]1[C:10](=[O:18])[NH:11][c:12]2[cH:13][cH:14][cH:15][cH:16][c:17]21>>[CH:8](=[C:9]1[C:10](=[O:18])[NH:11][c:12]2[cH:13][cH:14][cH:15][cH:16][c:17]21)[NH:19][c:20]1[n:21][nH:22][c:23]([S:27][CH3:28])[c:24]1[C:25]#[N:26].